From a dataset of the Open Reaction Database (ORD), a public repository of structured organic reaction records. describe an organic reaction: reactants, conditions, products, and yield Starting materials: C(C1=CC=CC=C1)N1C(C(=CCC1)C)CNC(OC(C)(C)C)=O (rac-tert-butyl ((1-benzyl-3-methyl-1,2,5,6-tetrahydropyridin-2-yl)methyl)carbamate). Reagents/catalysts: [OH-].[OH-].[Pd+2] (Pd(OH)2/C). Yields the product C[C@H]1[C@@H](NCCC1)CNC(OC(C)(C)C)=O (rac-trans-tert-butyl ((3-methylpiperidin-2-yl)methyl)carbamate). RXN SMILES: C([N:8]1[CH2:13][CH2:12][CH:11]=[C:10]([CH3:14])[CH:9]1[CH2:15][NH:16][C:17](=[O:23])[O:18][C:19]([CH3:22])([CH3:21])[CH3:20])C1C=CC=CC=1>[OH-].[OH-].[Pd+2]>[CH3:14][C@@H:10]1[CH2:11][CH2:12][CH2:13][NH:8][C@H:9]1[CH2:15][NH:16][C:17](=[O:23])[O:18][C:19]([CH3:22])([CH3:21])[CH3:20] |f:1.2.3|. Procedure details: A mixture of rac-tert-butyl ((1-benzyl-3-methyl-1,2,5,6-tetrahydropyridin-2-yl)methyl)carbamate and Pd(OH)2/C (20% wt, 0.1 eq) was pressurized to 4 bar with H2 and maintained at rt for 5 h. The mixture was filtered through diatomaceous earth and the filtrate was concentrated in vacuo to yield the title compound as a colorless oil. MS (ESI) 229.2 (M+H). Reactants: CC(C)(C)OC(=O)N1CCC(Oc2ccc(C(=O)NCCOc3cc(C#N)ccc3I)cc2)CC1, CCCCN(CCCC)CCCC, CC#N, C=C(NC(C)=O)C(=O)OC, CC(=O)[O-], CC(=O)[O-], [Pd+2], Cc1ccccc1P(c1ccccc1C)c1ccccc1C. Product: COC(=O)C(=Cc1ccc(C#N)cc1OCCNC(=O)c1ccc(OC2CCN(C(=O)OC(C)(C)C)CC2)cc1)NC(C)=O. Reaction SMILES: [C:1](#[N:2])[c:3]1[cH:4][cH:5][c:6]([I:35])[c:7]([O:8][CH2:9][CH2:10][NH:11][C:12]([c:13]2[cH:14][cH:15][c:16]([O:19][CH:20]3[CH2:21][CH2:22][N:23]([C:26](=[O:27])[O:28][C:29]([CH3:30])([CH3:31])[CH3:32])[CH2:24][CH2:25]3)[cH:17][cH:18]2)=[O:33])[cH:34]1.[CH3:68][CH2:69][CH2:70][CH2:71][N:72]([CH2:73][CH2:74][CH2:75][CH3:76])[CH2:77][CH2:78][CH2:79][CH3:80].[CH3:81][C:82]#[N:83].[NH:36]([C:37](=[O:38])[CH3:39])[C:40]([C:41](=[O:42])[O:43][CH3:44])=[CH2:45].[O-:85][C:86]([CH3:87])=[O:88].[O-:89][C:90]([CH3:91])=[O:92].[Pd+2:84].[c:46]1([CH3:47])[cH:48][cH:49][cH:50][cH:51][c:52]1[P:53]([c:54]1[cH:55][cH:56][cH:57][cH:58][c:59]1[CH3:60])[c:61]1[cH:62][cH:63][cH:64][cH:65][c:66]1[CH3:67]>>[C:1](#[N:2])[c:3]1[cH:4][cH:5][c:6]([CH:45]=[C:40]([NH:36][C:37](=[O:38])[CH3:39])[C:41](=[O:42])[O:43][CH3:44])[c:7]([O:8][CH2:9][CH2:10][NH:11][C:12]([c:13]2[cH:14][cH:15][c:16]([O:19][CH:20]3[CH2:21][CH2:22][N:23]([C:26](=[O:27])[O:28][C:29]([CH3:30])([CH3:31])[CH3:32])[CH2:24][CH2:25]3)[cH:17][cH:18]2)=[O:33])[cH:34]1. Starting materials: O=C([O-])[O-], COc1cc(OC)nc(S(C)(=O)=O)n1, [K+], [K+], CN(C)C=O, O, COC(=O)c1nc(-c2ccccc2)ccc1O. Product: COC(=O)c1nc(-c2ccccc2)ccc1Oc1nc(OC)cc(OC)n1. Reaction SMILES: [C:32](=[O:33])([O-:34])[O-:35].[CH3:18][O:19][c:20]1[n:21][c:22]([S:28]([CH3:29])(=[O:30])=[O:31])[n:23][c:24]([O:26][CH3:27])[cH:25]1.[K+:36].[K+:37].[O:38]=[CH:39][N:40]([CH3:41])[CH3:42].[OH2:43].[c:1]1(-[c:7]2[cH:8][cH:9][c:10]([OH:17])[c:11]([C:13](=[O:14])[O:15][CH3:16])[n:12]2)[cH:2][cH:3][cH:4][cH:5][cH:6]1>>[c:1]1(-[c:7]2[cH:8][cH:9][c:10]([O:17][c:22]3[n:21][c:20]([O:19][CH3:18])[cH:25][c:24]([O:26][CH3:27])[n:23]3)[c:11]([C:13](=[O:14])[O:15][CH3:16])[n:12]2)[cH:2][cH:3][cH:4][cH:5][cH:6]1.